Task: describe an organic reaction: reactants, conditions, products, and yield. Dataset: the Open Reaction Database (ORD), a public repository of structured organic reaction records Starting materials: S(=O)(Cl)Cl (Thionyl chloride), OC12CC3C(C(CC(C1)C3)C2)CCN2C3CC1CC(CC(C2)C1)C3 (4-[2-(5-hydroxy-2-adamantyl)-ethyl]-4-azatricyclo[4.3.1.1 3.8 ] undecane). The product is ClC12CC3C(C(CC(C1)C3)C2)CCN2C3CC1CC(CC(C2)C1)C3 (4-[2-(5-chloro-2-adamantyl) ethyl]-4-azatricyclo[4.3.1.13.8 ] undecane). Reaction SMILES: S(Cl)([Cl:3])=O.O[C:6]12[CH2:15][CH:10]3[CH2:11][CH:12]([CH2:14][CH:8]([CH:9]3[CH2:16][CH2:17][N:18]3[CH2:26][CH:25]4[CH2:27][CH:21]5[CH2:22][CH:23]([CH2:28][CH:19]3[CH2:20]5)[CH2:24]4)[CH2:7]1)[CH2:13]2>>[Cl:3][C:6]12[CH2:15][CH:10]3[CH2:11][CH:12]([CH2:14][CH:8]([CH:9]3[CH2:16][CH2:17][N:18]3[CH2:26][CH:25]4[CH2:27][CH:21]5[CH2:22][CH:23]([CH2:28][CH:19]3[CH2:20]5)[CH2:24]4)[CH2:7]1)[CH2:13]2. Reported procedure: Thionyl chloride 5 ml was added to 4-[2-(5-hydroxy-2-adamantyl)-ethyl]-4-azatricyclo[4.3.1.1 3.8 ] undecane 105 mg obtained in example 8 and refluxed for 4 hours. Reaction mixture was concentrated in vacuo and saturated sodium bicarbonate was added to the residue to set to alkaline pH, then extracted with chloroform. The extract was dried by adding ahnydrous sodium sulfate. After removal of drying agent, the filtrate was concentrated in vacuo, and the residue was purified by means of silica gel ... Reactants: C1CCOC1, CC(C)COC(=O)Cl, O=C(O)CNC(=O)c1cccc(C(F)(F)F)c1, CC(C)N(C)C1CCC(N)C(CO)C1, O. Yields the product CC(C)N(C)C1CCC(NC(=O)CNC(=O)c2cccc(C(F)(F)F)c2)C(CO)C1. RXN SMILES: [CH2:40]1[O:41][CH2:42][CH2:43][CH2:44]1.[Cl:18][C:19]([O:20][CH2:21][CH:22]([CH3:23])[CH3:24])=[O:25].[F:1][C:2]([c:3]1[cH:4][c:5]([C:6](=[O:7])[NH:8][CH2:9][C:10](=[O:11])[OH:12])[cH:13][cH:14][cH:15]1)([F:16])[F:17].[NH2:26][CH:27]1[CH:28]([CH2:38][OH:39])[CH2:29][CH:30]([N:33]([CH3:34])[CH:35]([CH3:36])[CH3:37])[CH2:31][CH2:32]1.[OH2:45]>>[F:1][C:2]([c:3]1[cH:4][c:5]([C:6](=[O:7])[NH:8][CH2:9][C:10](=[O:12])[NH:26][CH:27]2[CH:28]([CH2:38][OH:39])[CH2:29][CH:30]([N:33]([CH3:34])[CH:35]([CH3:36])[CH3:37])[CH2:31][CH2:32]2)[cH:13][cH:14][cH:15]1)([F:16])[F:17].